describe an organic reaction: reactants, conditions, products, and yield From a dataset of the Open Reaction Database (ORD), a public repository of structured organic reaction records. Starting materials: BrN1C(CCC1=O)=O (N-bromosuccinimide), N(=NC(C#N)(C)C)C(C#N)(C)C (2,2′-azobis(isobutyronitrile)), COC=1C=C2C(=C(C(=NC2=CC1)C(=O)OC)C)C1=CC=C(C=C1)OC (Methyl 6-methoxy-4-(4-methoxyphenyl)-3-methylquinoline-2-carboxylate). Solvent: C1=CC=CC=C1 (benzene). Yields the product BrCC=1C(=NC2=CC=C(C=C2C1C1=CC=C(C=C1)OC)OC)C(=O)OC (Methyl 3-bromomethyl-6-methoxy-4-(4-methoxyphenyl)quinoline-2-carboxylate). Isolated yield 97.3%. Reaction SMILES: [CH3:1][O:2][C:3]1[CH:4]=[C:5]2[C:10](=[CH:11][CH:12]=1)[N:9]=[C:8]([C:13]([O:15][CH3:16])=[O:14])[C:7]([CH3:17])=[C:6]2[C:18]1[CH:23]=[CH:22][C:21]([O:24][CH3:25])=[CH:20][CH:19]=1.[Br:26]N1C(=O)CCC1=O.N(C(C)(C)C#N)=NC(C)(C)C#N>C1C=CC=CC=1>[Br:26][CH2:17][C:7]1[C:8]([C:13]([O:15][CH3:16])=[O:14])=[N:9][C:10]2[C:5]([C:6]=1[C:18]1[CH:19]=[CH:20][C:21]([O:24][CH3:25])=[CH:22][CH:23]=1)=[CH:4][C:3]([O:2][CH3:1])=[CH:12][CH:11]=2. Procedure: Methyl 6-methoxy-4-(4-methoxyphenyl)-3-methylquinoline-2-carboxylate (8.27 g) was dissolved in benzene (100 ml); N-bromosuccinimide (5.24 g) and 2,2′-azobis(isobutyronitrile) (0.40 g) were added; followed by refluxing for 2 hours. After cooling to room temperature, the resulting precipitate was filtered off. The filtrate was diluted with ethyl acetate (100 ml), after which it was washed with 1 N sodium hydroxide and brine successively, and dried over magnesium sulfate. The solvent was distilled ... Reactants: BrC1=NC=NN1C (5-bromo-1-methyl-1H-[1,2,4]triazole), BrC=1C(=C(SC1)C1=C(N=C2N1N=C(C=C2C(CC)CC)C)C)Cl (3-(4-bromo-3-chloro-thiophen-2-yl)-8-(1-ethyl-propyl)-2,6-dimethyl-imidazo[1,2-b]pyridazine). Reagents/catalysts: C1=CC=C(C=C1)P([C-]2C=CC=C2)C3=CC=CC=C3.C1=CC=C(C=C1)P([C-]2C=CC=C2)C3=CC=CC=C3.Cl[Pd]Cl.[Fe+2] (PdCl2(dppf)), [Zn] (Zn). Run in CCOC(=O)C (EtOAc). Run at temperature 65 celsius, time 5 minute. Yields the product ClC1=C(SC=C1C=1N(N=CN1)C)C1=C(N=C2N1N=C(C=C2C(CC)CC)C)C (3-[3-chloro-4-(2-methyl-2H-[1,2,4]triazol-3-yl)-thiophen-2-yl]-8-(1-ethyl-propyl)-2,6-dimethyl-imidazo[1,2-b]pyridazine). Isolated yield 8.8%. RXN SMILES: Br[C:2]1[C:3]([Cl:23])=[C:4]([C:7]2[N:11]3[N:12]=[C:13]([CH3:21])[CH:14]=[C:15]([CH:16]([CH2:19][CH3:20])[CH2:17][CH3:18])[C:10]3=[N:9][C:8]=2[CH3:22])[S:5][CH:6]=1.Br[C:25]1[N:29]([CH3:30])[N:28]=[CH:27][N:26]=1>CCOC(C)=O.[Zn].C1C=CC(P(C2C=CC=CC=2)[C-]2C=CC=C2)=CC=1.C1C=CC(P(C2C=CC=CC=2)[C-]2C=CC=C2)=CC=1.Cl[Pd]Cl.[Fe+2]>[Cl:23][C:3]1[C:2]([C:25]2[N:29]([CH3:30])[N:28]=[CH:27][N:26]=2)=[CH:6][S:5][C:4]=1[C:7]1[N:11]2[N:12]=[C:13]([CH3:21])[CH:14]=[C:15]([CH:16]([CH2:19][CH3:20])[CH2:17][CH3:18])[C:10]2=[N:9][C:8]=1[CH3:22] |f:4.5.6.7|. Procedure details: To a flask of 3-(4-bromo-3-chloro-thiophen-2-yl)-8-(1-ethyl-propyl)-2,6-dimethyl-imidazo[1,2-b]pyridazine (0.20 g, 0.49 mmol) is added 0.5 g/mL Reike® Zn (1.3 mL, 0.97 mmol). The slurry is heated at 65° C. for 1 hour, placed in a centrifuge for 5 minutes, and the solution transferred to a flask containing 5-bromo-1-methyl-1H-[1,2,4]triazole (0.12 g, 0.73 mmol) and PdCl2(dppf) (0.018 g, 0.024 mmol). The solution is heated at 65° C. overnight, diluted with EtOAc (20 mL), washed with sat. NH4Cl (15... Starting materials: COC1=CC=C(\C=N\C(C2=CC=CC=C2)C2=CC=CC=C2)C=C1 ((E)-N-(4-methoxybenzylidene)-1,1-diphenylmethanamine), C1=CC(=CC(=C1)Cl)C(=O)OO (mCPBA). Run in ClCCl (dichloromethane). Run at time 16 hour. The product is C(C1=CC=CC=C1)(C1=CC=CC=C1)N1OC1C1=CC=C(C=C1)OC (2-benzhydryl-3-(4-methoxyphenyl)-1,2-oxaziridine). Isolated yield 92.4%. Reaction SMILES: [CH3:1][O:2][C:3]1[CH:23]=[CH:22][C:6](/[CH:7]=[N:8]/[CH:9]([C:16]2[CH:21]=[CH:20][CH:19]=[CH:18][CH:17]=2)[C:10]2[CH:15]=[CH:14][CH:13]=[CH:12][CH:11]=2)=[CH:5][CH:4]=1.C1C=C(Cl)C=C(C(OO)=[O:32])C=1>ClCCl>[CH:9]([N:8]1[CH:7]([C:6]2[CH:22]=[CH:23][C:3]([O:2][CH3:1])=[CH:4][CH:5]=2)[O:32]1)([C:16]1[CH:17]=[CH:18][CH:19]=[CH:20][CH:21]=1)[C:10]1[CH:15]=[CH:14][CH:13]=[CH:12][CH:11]=1. Procedure: (E)-N-(4-methoxybenzylidene)-1,1-diphenylmethanamine 39 (3.62 g, 12.0 mmol) was dissolved in dichloromethane (130 mL) at 0° C., followed by the portionwise addition of mCPBA (2.96 g, 13.2 mmol). The resulting solution was warmed to room temperature, and stirred for 16 h prior to being transferred to a separatory funnel, and being washed 3 times with 50 mL of saturated sodium bicarbonate solution. The organic layer was then dried with anhydrous sodium sulfate, filtered, and concentrated to afford...